Dataset: the Open Reaction Database (ORD), a public repository of structured organic reaction records. Task: describe an organic reaction: reactants, conditions, products, and yield Starting materials: C(C)(C)(C)OC(=O)N1CCN(CC1)C1=CC(=C(C=C1)[N+](=O)[O-])C(NC(COC(C)(C)C)C(=O)OC(C)(C)C)=O (4-[3-(2-tert-Butoxy-1-tert-butoxycarbonyl-ethylcarbamoyl)-4-nitro-phenyl]-piperazine-1-carboxylic acid tert-butyl ester). Reported procedure: 4-[3-(2-tert-Butoxy-1-tert-butoxycarbonyl-ethylcarbamoyl)-4-nitro-phenyl]-piperazine-1-carboxylic acid tert-butyl ester (10 g) was dissolved in 250 mL of methanol. This solution was treated with 1.2 g of 10% (wt/wt) palladium on carbon catalyst under nitrogen atmosphere. The mixture was then degassed before stirring under 1 atmosphere of hydrogen gas at room temperature for approximately 2.5 hours. At this time, the reaction mixture was filtered through celite and washed with copious volumes of ... The product is C(C)(C)(C)OC(=O)N1CCN(CC1)C1=CC(=C(C=C1)N)C(NC(COC(C)(C)C)C(=O)OC(C)(C)C)=O (4-[4-amino-3-(2-tert-butoxy-1-tert-butoxycarbonyl-ethylcarbamoyl)-phenyl]-piperazine-1-carboxylic acid tert-butyl ester). Reaction conditions: time 2.5 hour. Reaction SMILES: [C:1]([O:5][C:6]([N:8]1[CH2:13][CH2:12][N:11]([C:14]2[CH:19]=[CH:18][C:17]([N+:20]([O-])=O)=[C:16]([C:23](=[O:39])[NH:24][CH:25]([C:32]([O:34][C:35]([CH3:38])([CH3:37])[CH3:36])=[O:33])[CH2:26][O:27][C:28]([CH3:31])([CH3:30])[CH3:29])[CH:15]=2)[CH2:10][CH2:9]1)=[O:7])([CH3:4])([CH3:3])[CH3:2]>CO.[Pd]>[C:1]([O:5][C:6]([N:8]1[CH2:9][CH2:10][N:11]([C:14]2[CH:19]=[CH:18][C:17]([NH2:20])=[C:16]([C:23](=[O:39])[NH:24][CH:25]([C:32]([O:34][C:35]([CH3:38])([CH3:37])[CH3:36])=[O:33])[CH2:26][O:27][C:28]([CH3:29])([CH3:31])[CH3:30])[CH:15]=2)[CH2:12][CH2:13]1)=[O:7])([CH3:2])([CH3:3])[CH3:4]. The reagents and catalysts are [Pd] (palladium on carbon). Solvent: CO (methanol). The yield is 100.4%. Starting materials: OBO, O=S(=O)(c1ccc(F)cc1)c1ccc(Br)c(F)c1, COc1ccc(C)cc1. Yields the product COc1ccc(C)cc1-c1ccc(S(=O)(=O)c2ccc(F)cc2)cc1F. As a reaction SMILES: [BH:19]([OH:20])[OH:21].[Br:1][c:2]1[c:3]([F:18])[cH:4][c:5]([S:8](=[O:9])(=[O:10])[c:11]2[cH:12][cH:13][c:14]([F:17])[cH:15][cH:16]2)[cH:6][cH:7]1.[CH3:22][c:23]1[cH:24][cH:25][c:26]([O:29][CH3:30])[cH:27][cH:28]1>>[c:2]1(-[c:25]2[cH:24][c:23]([CH3:22])[cH:28][cH:27][c:26]2[O:29][CH3:30])[c:3]([F:18])[cH:4][c:5]([S:8](=[O:9])(=[O:10])[c:11]2[cH:12][cH:13][c:14]([F:17])[cH:15][cH:16]2)[cH:6][cH:7]1. Reactants: ClC=1C=C2C(CCOC2=CC1OC1=CC=C(C(=O)O)C=C1)C(=O)OCC (4-(6-chloro-4-(ethoxycarbonyl)chroman-7-yloxy)benzoic acid), BrC1=CC=CC(=N1)N (6-bromopyridin-2-amine), ClC1=CC=C(C=C1)C1=NNC(=C1)N (3-(4-chlorophenyl)-1H-pyrazol-5-amine). Yields the product ClC=1C=C2C(CCOC2=CC1OC1=CC=C(C=C1)C(NC1=CC(=NN1)C1=CC=C(C=C1)Cl)=O)C(=O)O (6-Chloro-7-(4-(3-(4-chlorophenyl)-1H-pyrazol-5-ylcarbamoyl)phenoxy)chroman-4-carboxylic acid). RXN SMILES: [Cl:1][C:2]1[CH:3]=[C:4]2[C:9](=[CH:10][C:11]=1[O:12][C:13]1[CH:21]=[CH:20][C:16]([C:17]([OH:19])=O)=[CH:15][CH:14]=1)[O:8][CH2:7][CH2:6][CH:5]2[C:22]([O:24]CC)=[O:23].BrC1N=C(N)C=CC=1.[Cl:35][C:36]1[CH:41]=[CH:40][C:39]([C:42]2[CH:46]=[C:45]([NH2:47])[NH:44][N:43]=2)=[CH:38][CH:37]=1>>[Cl:1][C:2]1[CH:3]=[C:4]2[C:9](=[CH:10][C:11]=1[O:12][C:13]1[CH:21]=[CH:20][C:16]([C:17](=[O:19])[NH:47][C:45]3[NH:44][N:43]=[C:42]([C:39]4[CH:40]=[CH:41][C:36]([Cl:35])=[CH:37][CH:38]=4)[CH:46]=3)=[CH:15][CH:14]=1)[O:8][CH2:7][CH2:6][CH:5]2[C:22]([OH:24])=[O:23]. Procedure: Prepared according to the method of Example 39, substituting 4-(6-cyano-4-(methoxycarbonyl)chroman-7-yloxy)benzoic acid in Step A with 4-(6-chloro-4-(ethoxycarbonyl)chroman-7-yloxy)benzoic acid and 6-bromopyridin-2-amine with 3-(4-chlorophenyl)-1H-pyrazol-5-amine. MS (apci) m/z=524.1 (M+H). Reactants: CO, CO, CCCc1c(OCCCSc2ccc(CC(=O)OC)cc2Cl)ccc2c(CC)cc(=O)oc12, Cl, [K+], [OH-], O. Yields the product CCCc1c(OCCCSc2ccc(CC(=O)O)cc2Cl)ccc2c(CC)cc(=O)oc12. As a reaction SMILES: [CH3:38][OH:39].[CH3:40][OH:41].[Cl:1][c:2]1[cH:3][c:4]([CH2:29][C:30](=[O:31])[O:32][CH3:33])[cH:5][cH:6][c:7]1[S:8][CH2:9][CH2:10][CH2:11][O:12][c:13]1[cH:14][cH:15][c:16]2[c:17]([CH2:27][CH3:28])[cH:18][c:19](=[O:26])[o:20][c:21]2[c:22]1[CH2:23][CH2:24][CH3:25].[ClH:36].[K+:35].[OH-:34].[OH2:37]>>[Cl:1][c:2]1[cH:3][c:4]([CH2:29][C:30](=[O:31])[OH:32])[cH:5][cH:6][c:7]1[S:8][CH2:9][CH2:10][CH2:11][O:12][c:13]1[cH:14][cH:15][c:16]2[c:17]([CH2:27][CH3:28])[cH:18][c:19](=[O:26])[o:20][c:21]2[c:22]1[CH2:23][CH2:24][CH3:25]. The reactants are C[Si]([N-][Si](C)(C)C)(C)C.[Li+] (Lithium hexamethyldisilazide), [Cl-].[NH4+] (ammonium chloride), C1(=CC=CC=C1)C1(CCC2(OCCO2)CC1)C=O (8-phenyl-1,4-dioxaspiro[4,5]decane-8-carboxaldehyde), FC(C=1C=C(C=C(C1)C(F)(F)F)CCS(=O)(=O)C=1SC2=C(N1)C=CC=C2)(F)F ({(2-[3,5-bis(trifluoromethyl)phenyl]ethyl}sulfonyl)benzothiazole). Solvent: O1CCCC1 (tetrahydrofuran), O (Water). Run at time 30 minute. The product is C1(=CC=CC=C1)C1(CCC2(OCCO2)CC1)\C=C\CC1=CC(=CC(=C1)C(F)(F)F)C(F)(F)F ((E)-8-Phenyl-8-{3-[3,5-bis(trifluoromethyl)phenyl]prop-1-enyl}-1,4-dioxaspiro[4.5]decane). Yield: 76.0%. As a reaction SMILES: C[Si](C)(C)[N-][Si](C)(C)C.[Li+].[C:11]1([C:17]2([CH:27]=O)[CH2:26][CH2:25][C:20]3([O:24][CH2:23][CH2:22][O:21]3)[CH2:19][CH2:18]2)[CH:16]=[CH:15][CH:14]=[CH:13][CH:12]=1.[F:29][C:30]([F:56])([F:55])[C:31]1[CH:32]=[C:33]([CH2:41][CH2:42]S(C2SC3C=CC=CC=3N=2)(=O)=O)[CH:34]=[C:35]([C:37]([F:40])([F:39])[F:38])[CH:36]=1.[Cl-].[NH4+]>O1CCCC1.O>[C:11]1([C:17]2(/[CH:27]=[CH:42]/[CH2:41][C:33]3[CH:34]=[C:35]([C:37]([F:38])([F:40])[F:39])[CH:36]=[C:31]([C:30]([F:29])([F:55])[F:56])[CH:32]=3)[CH2:18][CH2:19][C:20]3([O:24][CH2:23][CH2:22][O:21]3)[CH2:25][CH2:26]2)[CH:16]=[CH:15][CH:14]=[CH:13][CH:12]=1 |f:0.1,4.5|. Reported procedure: Lithium hexamethyldisilazide (1M in tetrahydrofuran, 7.0 mL, 7.0 mmol) was added over 10 minutes to a cooled (−78° C.) solution of 8-phenyl-1,4-dioxaspiro[4,5]decane-8-carboxaldehyde (J. Med. Chem. 1975, 18, 593-599, 1.68 g, 6.8 mmol) and 2-({(2-[3,5-bis(trifluoromethyl)phenyl]ethyl}sulfonyl)benzothiazole (Description 34, 2.99 g, 6.8 mmol) in tetrahydrofuran (15 mL) and the mixture was stirred at −78° C. for 1 hour, then allowed to warm to room temperature. Aqueous ammonium chloride (saturated, ... Product: COc1ccc(C(=O)N(CCc2ccccn2)c2ccccc2)cc1. RXN SMILES: [C:17]([c:18]1[cH:19][cH:20][c:21]([O:24][CH3:25])[cH:22][cH:23]1)(=[O:26])[Cl:27].[C:34]([O:35][CH3:36])([CH3:37])([CH3:38])[CH3:39].[NH:1]([c:2]1[cH:3][cH:4][cH:5][cH:6][cH:7]1)[CH2:8][CH2:9][c:10]1[n:11][cH:12][cH:13][cH:14][cH:15]1.[OH2:16].[cH:28]1[cH:29][cH:30][n:31][cH:32][cH:33]1>>[N:1]([c:2]1[cH:3][cH:4][cH:5][cH:6][cH:7]1)([CH2:8][CH2:9][c:10]1[n:11][cH:12][cH:13][cH:14][cH:15]1)[C:17]([c:18]1[cH:19][cH:20][c:21]([O:24][CH3:25])[cH:22][cH:23]1)=[O:26]. The reactants are COc1ccc(C(=O)Cl)cc1, COC(C)(C)C, c1ccc(NCCc2ccccn2)cc1, O, c1ccncc1. The reactants are C(CCC)=O (butyraldehyde), C(C)(=O)O[BH-](OC(C)=O)OC(C)=O.[Na+] (sodium triacetoxyborohydride), C(C)(=O)O (acetic acid), C(O)([O-])=O.[Na+] (sodium hydrogencarbonate), C1(CCCCCC1)C1=C(C=CC=C1)N1CCNCC1 (1-(2-cycloheptylphenyl)piperazine). Run in O1CCCC1 (tetrahydrofuran), C(C)(=O)OCC (ethyl acetate). Conditions: time 30 minute. The product is C(CCC)N1CCN(CC1)C1=C(C=CC=C1)C1CCCCCC1 (1-butyl-4-(2-cycloheptylphenyl)piperazine). The yield is 87.8%. As a reaction SMILES: [CH:1]1([C:8]2[CH:13]=[CH:12][CH:11]=[CH:10][C:9]=2[N:14]2[CH2:19][CH2:18][NH:17][CH2:16][CH2:15]2)[CH2:7][CH2:6][CH2:5][CH2:4][CH2:3][CH2:2]1.[CH:20](=O)[CH2:21][CH2:22][CH3:23].C(O[BH-](OC(=O)C)OC(=O)C)(=O)C.[Na+].C(O)(=O)C.C(=O)([O-])O.[Na+]>C(OCC)(=O)C.O1CCCC1>[CH2:20]([N:17]1[CH2:16][CH2:15][N:14]([C:9]2[CH:10]=[CH:11][CH:12]=[CH:13][C:8]=2[CH:1]2[CH2:2][CH2:3][CH2:4][CH2:5][CH2:6][CH2:7]2)[CH2:19][CH2:18]1)[CH2:21][CH2:22][CH3:23] |f:2.3,5.6|. Reported procedure: To a mixture of the 1-(2-cycloheptylphenyl)piperazine (25 mg, 0.0967 mmol) produced in Example (44c) and tetrahydrofuran (1 mL) were added butyraldehyde (0.011 mL, 0.126 mmol), sodium triacetoxyborohydride (26.6 mg, 0.126 mmol) and acetic acid (0.011 mL, 0.183 mmol), and the mixture was stirred for 19 hours and 30 minutes at room temperature. Saturated aqueous solution of sodium hydrogencarbonate was added to the reaction mixture and extraction was performed three times with ethyl acetate. The o... Starting materials: C(C)(=O)[O-].[Na+] (sodium acetate), P(=O)(Cl)(Cl)Cl (phosphorus oxychloride), P(=O)(Cl)(Cl)Cl (phosphorus oxychloride), C(C)(=O)O[C@@]1([C@]2(C)[C@@H](CC1)[C@@H]1CCC3=CC(CC[C@]3(C)[C@H]1CC2)=O)C#C (17β-acetoxy-17α-ethynyl-4-androsten-3-one). Run in C(Cl)(Cl)Cl (chloroform), COCOC (methylal). Product: C(C)(=O)O[C@@]1([C@]2(C)[C@@H](CC1)[C@@H]1CC(C3=CC(CC[C@]3(C)[C@H]1CC2)=O)=C)C#C (17β-acetoxy-17α-ethynyl-6-methylene-4-androsten-3-one). The yield is 60.9%. As a reaction SMILES: [C:1]([O-])(=O)C.[Na+].P(Cl)(Cl)(Cl)=O.[C:11]([O:14][C@@:15]1([C:35]#[CH:36])[CH2:20][CH2:19][C@H:18]2[C@H:21]3[C@H:31]([CH2:32][CH2:33][C@:16]12[CH3:17])[C@:29]1([CH3:30])[C:24](=[CH:25][C:26](=[O:34])[CH2:27][CH2:28]1)[CH2:23][CH2:22]3)(=[O:13])[CH3:12]>C(Cl)(Cl)Cl.COCOC>[C:11]([O:14][C@@:15]1([C:35]#[CH:36])[CH2:20][CH2:19][C@H:18]2[C@H:21]3[C@H:31]([CH2:32][CH2:33][C@:16]12[CH3:17])[C@:29]1([CH3:30])[C:24](=[CH:25][C:26](=[O:34])[CH2:27][CH2:28]1)[C:23](=[CH2:1])[CH2:22]3)(=[O:13])[CH3:12] |f:0.1|. Procedure details: A suspension of 1.0 g of sodium acetate in 30 ml of chloroform and 30 ml of methylal is combined with 1.9 ml of phosphorus oxychloride and refluxed for 1 hour. The reaction mixture is combined with 1.0 g of 17β-acetoxy-17α-ethynyl-4-androsten-3-one and, under reflux, 1.9 ml of phosphorus oxychloride is added dropwise within 2 hours. The mixture is refluxed for 1 hour, cooled, and rendered alkaline by the dropwise addition of saturated soda solution. The organic phase is separated and concentrate... Reactants: COC(=O)C1=CC2=CC(=CC=C2C=C1O)OCC(=O)OC(C)(C)C (7-tert-butoxycarbonylmethoxy-3-hydroxynaphthalene-2-carboxylic acid methyl ester), O (water). Solvent: C(=O)O (formic acid). Product: COC(=O)C1=CC2=CC(=CC=C2C=C1OCC1=CC=CC=C1)OCC(=O)O (3-Benzyloxy-7-carboxymethoxynaphthalene-2-carboxylic acid methyl ester). As a reaction SMILES: [CH3:1][O:2][C:3]([C:5]1[C:14]([OH:15])=[CH:13][C:12]2[C:7](=[CH:8][C:9]([O:16][CH2:17][C:18]([O:20]C(C)(C)C)=[O:19])=[CH:10][CH:11]=2)[CH:6]=1)=[O:4].O>C(O)=O>[CH3:1][O:2][C:3]([C:5]1[C:14]([O:15][CH2:3][C:5]2[CH:14]=[CH:13][CH:12]=[CH:7][CH:6]=2)=[CH:13][C:12]2[C:7](=[CH:8][C:9]([O:16][CH2:17][C:18]([OH:20])=[O:19])=[CH:10][CH:11]=2)[CH:6]=1)=[O:4]. Procedure: 7-tert-butoxycarbonylmethoxy-3-hydroxynaphthalene-2-carboxylic acid methyl ester (1.35 g, 3.2 mmol) in formic acid (5 mL) is stirred at RT for 2 h. The mixture is poured into water, filtered and washed with water. After it is air dried for 18 h, it is dissolved in EtOAc, dried with MgSO4, concentrated to give the title compound. Reactants: C(=O)N(C(=O)C=1NC(=C(N1)Cl)Cl)C(C)C (4,5-dichloro-imidazole-2-carboxylic acid N-formyl-isopropylamide). The solvent is S(O)(O)(=O)=O (sulphuric acid). Product: C(C)(C)NC(=O)C=1NC(=C(N1)Cl)Cl (4,5-dichloro-imidazole-2-carboxylic acid isopropylamide). Isolated yield 72.0%. Reaction SMILES: C([N:3]([CH:13]([CH3:15])[CH3:14])[C:4]([C:6]1[NH:7][C:8]([Cl:12])=[C:9]([Cl:11])[N:10]=1)=[O:5])=O>S(=O)(=O)(O)O>[CH:13]([NH:3][C:4]([C:6]1[NH:7][C:8]([Cl:12])=[C:9]([Cl:11])[N:10]=1)=[O:5])([CH3:15])[CH3:14]. Reported procedure: 25 g (0.1 mol) of 4,5-dichloro-imidazole-2-carboxylic acid N-formyl-isopropylamide were stirred with 200 ml of concentrated sulphuric acid for about 15 minutes at 50°-70° C. After cooling, the mixture was poured onto ice and the product was filtered off, washed with water until neutral and dried. In this way, 16 g (72% of theory) of 4,5-dichloro-imidazole-2-carboxylic acid isopropylamide with a melting point of 150° C. were obtained.